Dataset: the Open Reaction Database (ORD), a public repository of structured organic reaction records. Task: describe an organic reaction: reactants, conditions, products, and yield The reactants are CN, CCO, NC=O, O=[N+]([O-])c1cc(O)c(OCCO)cc1[N+](=O)[O-]. Yields the product CNc1cc(O)c(OCCO)cc1[N+](=O)[O-]. RXN SMILES: [CH3:18][NH2:19].[CH3:20][CH2:21][OH:22].[CH:23]([NH2:24])=[O:25].[N+:1](=[O:2])([O-:3])[c:4]1[cH:5][c:6]([O:14][CH2:15][CH2:16][OH:17])[c:7]([OH:13])[cH:8][c:9]1[N+:10]([O-:11])=[O:12]>>[N+:1](=[O:2])([O-:3])[c:4]1[cH:5][c:6]([O:14][CH2:15][CH2:16][OH:17])[c:7]([OH:13])[cH:8][c:9]1[NH:10][CH3:18].